Dataset: the Open Reaction Database (ORD), a public repository of structured organic reaction records. Task: describe an organic reaction: reactants, conditions, products, and yield Reactants: CO, CC(C)(C)c1cc(OCc2n[nH]c(=S)s2)cc(C(C)(C)C)c1O, CI, [Na+], [OH-]. The product is CSc1nnc(COc2cc(C(C)(C)C)c(O)c(C(C)(C)C)c2)s1. RXN SMILES: [CH3:28][OH:29].[CH3:3][C:4]([CH3:5])([CH3:6])[c:7]1[cH:8][c:9]([O:10][CH2:11][c:12]2[n:13][nH:14][c:15](=[S:17])[s:16]2)[cH:18][c:19]([C:22]([CH3:23])([CH3:24])[CH3:25])[c:20]1[OH:21].[I:26][CH3:27].[Na+:2].[OH-:1]>>[CH3:3][C:4]([CH3:5])([CH3:6])[c:7]1[cH:8][c:9]([O:10][CH2:11][c:12]2[n:13][n:14][c:15]([S:17][CH3:27])[s:16]2)[cH:18][c:19]([C:22]([CH3:23])([CH3:24])[CH3:25])[c:20]1[OH:21].